From a dataset of the Open Reaction Database (ORD), a public repository of structured organic reaction records. describe an organic reaction: reactants, conditions, products, and yield The reactants are COCC(C)Nc1nccc(-c2ccc(Cl)cc2Cl)c1[N+](=O)[O-], [NH4+], [Na+], [Na+], C1COCCO1, [OH-], O, O=S([O-])S(=O)[O-]. Product: COCC(C)Nc1nccc(-c2ccc(Cl)cc2Cl)c1N. As a reaction SMILES: [Cl:1][c:2]1[c:3](-[c:9]2[c:10]([N+:21]([O-:22])=[O:23])[c:11]([NH:15][CH:16]([CH2:17][O:18][CH3:19])[CH3:20])[n:12][cH:13][cH:14]2)[cH:4][cH:5][c:6]([Cl:8])[cH:7]1.[NH4+:25].[Na+:32].[Na+:33].[O:34]1[CH2:35][CH2:36][O:37][CH2:38][CH2:39]1.[OH-:24].[OH2:40].[S:26]([S:27]([O-:28])=[O:29])([O-:30])=[O:31]>>[Cl:1][c:2]1[c:3](-[c:9]2[c:10]([NH2:21])[c:11]([NH:15][CH:16]([CH2:17][O:18][CH3:19])[CH3:20])[n:12][cH:13][cH:14]2)[cH:4][cH:5][c:6]([Cl:8])[cH:7]1. Reactants: IC1=CC=C(C(=O)N2CC=3N(CC4=C2C=CC=C4)C=CC3)C=C1 (10,11-dihydro-10-(4-iodobenzoyl)-5H-pyrrolo[2,1-c][1,4]benzodiazepine), C(CCC)[Sn](C1=NC=CC=C1)(CCCC)CCCC (2-[(tri-n-butyl)stannyl]pyridine). Reagents/catalysts: C=1C=CC(=CC1)[P](C=2C=CC=CC2)(C=3C=CC=CC3)[Pd]([P](C=4C=CC=CC4)(C=5C=CC=CC5)C=6C=CC=CC6)([P](C=7C=CC=CC7)(C=8C=CC=CC8)C=9C=CC=CC9)[P](C=1C=CC=CC1)(C=1C=CC=CC1)C=1C=CC=CC1 (tetrakis(triphenylphosphine)palladium). Run in C1(=CC=CC=C1)C (toluene). Reaction conditions: temperature 120 celsius. Yields the product N1=C(C=CC=C1)C1=CC=C(C(=O)N2CC=3N(CC4=C2C=CC=C4)C=CC3)C=C1 (10,11-Dihydro-10-[4-(2-pyridinyl)benzoyl]-5H-pyrrolo[2,1-c][1,4]benzodiazepine). The yield is 81.6%. RXN SMILES: I[C:2]1[CH:23]=[CH:22][C:5]([C:6]([N:8]2[C:14]3[CH:15]=[CH:16][CH:17]=[CH:18][C:13]=3[CH2:12][N:11]3[CH:19]=[CH:20][CH:21]=[C:10]3[CH2:9]2)=[O:7])=[CH:4][CH:3]=1.C([Sn](CCCC)(CCCC)[C:29]1[CH:34]=[CH:33][CH:32]=[CH:31][N:30]=1)CCC>C1(C)C=CC=CC=1.C1C=CC([P]([Pd]([P](C2C=CC=CC=2)(C2C=CC=CC=2)C2C=CC=CC=2)([P](C2C=CC=CC=2)(C2C=CC=CC=2)C2C=CC=CC=2)[P](C2C=CC=CC=2)(C2C=CC=CC=2)C2C=CC=CC=2)(C2C=CC=CC=2)C2C=CC=CC=2)=CC=1>[N:30]1[CH:31]=[CH:32][CH:33]=[CH:34][C:29]=1[C:2]1[CH:23]=[CH:22][C:5]([C:6]([N:8]2[C:14]3[CH:15]=[CH:16][CH:17]=[CH:18][C:13]=3[CH2:12][N:11]3[CH:19]=[CH:20][CH:21]=[C:10]3[CH2:9]2)=[O:7])=[CH:4][CH:3]=1 |^1:53,55,74,93|. Procedure: To a solution of 2.0 g of 10,11-dihydro-10-(4-iodobenzoyl)-5H-pyrrolo[2,1-c][1,4]benzodiazepine and 4.39 g of 2-[(tri-n-butyl)stannyl]pyridine in 30 ml of toluene under nitrogen is added 0.2 g of tetrakis(triphenylphosphine)palladium and the mixture heated to 120° C. for 16 hours. The toluene is evaporated in vacuo and the oily residue diluted with 50 ml of chloroform and washed with water, dried (Na2SO4), filtered through diatomaceous earth and evaporated in vacuo to give a residue which is col... Starting materials: [Al+3], CC(C)(C)OC(=O)NC1CSCC(Cc2cc(F)c([N+](=O)[O-])c(F)c2)C1=O, C1CCOC1, [H-], [H-], [H-], [H-], [Li+]. The product is CC(C)(C)OC(=O)NC1CSCC(Cc2cc(F)c([N+](=O)[O-])c(F)c2)C1O. RXN SMILES: [Al+3:2].[C:7]([CH3:8])([CH3:9])([CH3:10])[O:11][C:12]([NH:13][CH:14]1[CH2:15][S:16][CH2:17][CH:18]([CH2:21][c:22]2[cH:23][c:24]([F:32])[c:25]([N+:29](=[O:30])[O-:31])[c:26]([F:28])[cH:27]2)[C:19]1=[O:20])=[O:33].[CH2:34]1[O:35][CH2:36][CH2:37][CH2:38]1.[H-:1].[H-:4].[H-:5].[H-:6].[Li+:3]>>[C:7]([CH3:8])([CH3:9])([CH3:10])[O:11][C:12]([NH:13][CH:14]1[CH2:15][S:16][CH2:17][CH:18]([CH2:21][c:22]2[cH:23][c:24]([F:32])[c:25]([N+:29](=[O:30])[O-:31])[c:26]([F:28])[cH:27]2)[CH:19]1[OH:20])=[O:33]. Starting materials: CC(=O)NCC1CN(c2cccc(F)c2)C(=O)O1, CC(=O)O, ClI, O=C(O)C(F)(F)F. Yields the product CC(=O)NCC1CN(c2ccc(I)c(F)c2)C(=O)O1. As a reaction SMILES: [C:1]([CH3:2])(=[O:3])[NH:4][CH2:5][CH:6]1[CH2:7][N:8]([c:12]2[cH:13][c:14]([F:18])[cH:15][cH:16][cH:17]2)[C:9](=[O:11])[O:10]1.[CH3:21][C:22](=[O:23])[OH:24].[I:19][Cl:20].[OH:25][C:26]([C:27]([F:28])([F:29])[F:30])=[O:31]>>[C:1]([CH3:2])(=[O:3])[NH:4][CH2:5][CH:6]1[CH2:7][N:8]([c:12]2[cH:13][c:14]([F:18])[c:15]([I:19])[cH:16][cH:17]2)[C:9](=[O:11])[O:10]1. Reactants: C(CC(=O)OCC)(=O)OCC (Diethyl malonate), [H-].[Na+] (sodium hydride), ClC1C2=C(C(C(C3=C1C=CC=C3)(F)F)(F)F)C=CC=C2 (5-chloro-10,11-dihydro-10,10,11,11-tetrafluoro-5H-dibenzo[a,d]cycloheptene). Conditions: time 1 hour. Product: C(C)OC(C(C(=O)OCC)C1C2=C(C(C(C3=C1C=CC=C3)(F)F)(F)F)C=CC=C2)=O (Diethyl-10,11-dihydro-10,10,11,11-tetrafluoro-5H-dibenzo-[a,d]cycloheptene-5-malonate). Reaction SMILES: [C:1]([O:9][CH2:10][CH3:11])(=[O:8])[CH2:2][C:3]([O:5][CH2:6][CH3:7])=[O:4].[H-].[Na+].Cl[CH:15]1[C:21]2[CH:22]=[CH:23][CH:24]=[CH:25][C:20]=2[C:19]([F:27])([F:26])[C:18]([F:29])([F:28])[C:17]2[CH:30]=[CH:31][CH:32]=[CH:33][C:16]1=2>>[CH2:10]([O:9][C:1](=[O:8])[CH:2]([CH:15]1[C:16]2[CH:33]=[CH:32][CH:31]=[CH:30][C:17]=2[C:18]([F:29])([F:28])[C:19]([F:26])([F:27])[C:20]2[CH:25]=[CH:24][CH:23]=[CH:22][C:21]1=2)[C:3]([O:5][CH2:6][CH3:7])=[O:4])[CH3:11] |f:1.2|. Procedure details: Diethyl malonate, 90 ml., is stirred, cooled in an ice bath, and treated with 1.51 g. of 55.7% sodium hydride in mineral oil in several portions. The mixture is stirred approximately 5 minutes at room temperature and then treated with 10.03 g. (0.0334 mole) of 5-chloro-10,11-dihydro-10,10,11,11-tetrafluoro-5H-dibenzo[a,d]cycloheptene. Stirring is continued for 16 hours at approximately 40° C., 1 hour at 50° C., 1 hour at 60° C. and 1 hour at 70° C. The excess diethyl malonate is distilled at 70°... Product: CCOC(=O)c1cnc2ccc(Cl)cc2c1Nc1ccc(N2CCN(C(=O)CC)CC2)c(C(F)(F)F)c1. As a reaction SMILES: [CH2:41]1[O:42][CH2:43][CH2:44][O:45][CH2:46]1.[CH3:47][CH2:48][O:49][C:50]([CH3:51])=[O:52].[Cl:1][c:2]1[c:3]([C:13](=[O:14])[O:15][CH2:16][CH3:17])[cH:4][n:5][c:6]2[cH:7][cH:8][c:9]([Cl:12])[cH:10][c:11]12.[NH2:18][c:19]1[cH:20][c:21]([C:35]([F:36])([F:37])[F:38])[c:22]([N:25]2[CH2:26][CH2:27][N:28]([C:31]([CH2:32][CH3:33])=[O:34])[CH2:29][CH2:30]2)[cH:23][cH:24]1.[Na+:40].[OH-:39]>>[c:2]1([NH:18][c:19]2[cH:20][c:21]([C:35]([F:36])([F:37])[F:38])[c:22]([N:25]3[CH2:26][CH2:27][N:28]([C:31]([CH2:32][CH3:33])=[O:34])[CH2:29][CH2:30]3)[cH:23][cH:24]2)[c:3]([C:13](=[O:14])[O:15][CH2:16][CH3:17])[cH:4][n:5][c:6]2[cH:7][cH:8][c:9]([Cl:12])[cH:10][c:11]12. The reactants are C1COCCO1, CCOC(C)=O, CCOC(=O)c1cnc2ccc(Cl)cc2c1Cl, CCC(=O)N1CCN(c2ccc(N)cc2C(F)(F)F)CC1, [Na+], [OH-]. Starting materials: C[N+]1(CCOCC1)[O-] (NMO), CC(C)(C#N)N=NC(C)(C)C#N (AIBN), C1CC(=O)N(C1=O)Br (NBS), FC1=CC=C(C=C1)C1=C(C=2C(=NC=C(C2)C=2C=C(C(=O)NC(C)(C)C3=CC=CC=C3)C=CC2)O1)C (3-(2-(4-fluorophenyl)-3-methylfuro[2,3-b]pyridin-5-yl)-N-(2-phenylpropan-2-yl)benzamide). Solvent: C(Cl)(Cl)(Cl)Cl (CCl4). Conditions: temperature 76 celsius, time 2 hour. The product is FC1=CC=C(C=C1)C1=C(C=2C(=NC=C(C2)C=2C=C(C(=O)NC(C)(C)C3=CC=CC=C3)C=CC2)O1)C=O (3-(2-(4-fluorophenyl)-3-formylfuro[2,3-b]pyridin-5-yl)-N-(2-phenylpropan-2-yl)benzamide). Isolated yield 66.7%. As a reaction SMILES: CC(N=NC(C#N)(C)C)(C#N)C.C1C(=O)N(Br)C(=[O:16])C1.[F:21][C:22]1[CH:27]=[CH:26][C:25]([C:28]2[O:54][C:31]3=[N:32][CH:33]=[C:34]([C:36]4[CH:37]=[C:38]([CH:51]=[CH:52][CH:53]=4)[C:39]([NH:41][C:42]([C:45]4[CH:50]=[CH:49][CH:48]=[CH:47][CH:46]=4)([CH3:44])[CH3:43])=[O:40])[CH:35]=[C:30]3[C:29]=2[CH3:55])=[CH:24][CH:23]=1.C[N+]1([O-])CCOCC1>C(Cl)(Cl)(Cl)Cl>[F:21][C:22]1[CH:23]=[CH:24][C:25]([C:28]2[O:54][C:31]3=[N:32][CH:33]=[C:34]([C:36]4[CH:37]=[C:38]([CH:51]=[CH:52][CH:53]=4)[C:39]([NH:41][C:42]([C:45]4[CH:46]=[CH:47][CH:48]=[CH:49][CH:50]=4)([CH3:44])[CH3:43])=[O:40])[CH:35]=[C:30]3[C:29]=2[CH:55]=[O:16])=[CH:26][CH:27]=1. Procedure details: AIBN (1.0 mg, 6.1 μmol) was added to a stirring solution of NBS (4.6 mg, 0.026 mmol) and 3-(2-(4-fluorophenyl)-3-methylfuro[2,3-b]pyridin-5-yl)-N-(2-phenylpropan-2-yl)benzamide (11 mg, 0.024 mmol) in CCl4 (1 mL). The mixture was heated to 76° C. and allowed to stir for 2 hours. The reaction was concentrated and diluted with DMSO (1 mL) and treated with NMO (3.4 mg, 0.028 mmol) and subjected to microwave irradiation (150° C.) for 5 min. The reaction was purified by preparative reverse phase HPLC ...